This data is from the Open Reaction Database (ORD), a public repository of structured organic reaction records. The task is: describe an organic reaction: reactants, conditions, products, and yield Starting materials: Cl (hydrochloric acid), [Mg] (magnesium), II (iodine), C(C)(C)C=1C=C(C=CC1)Br (3-isopropylbromobenzene), BrCCBr (1,2-dibromoethane), C(=O)=O (dry ice). The solvent is O (water), O1CCCC1 (tetrahydrofuran), O1CCCC1 (tetrahydrofuran). Conditions: temperature 70 celsius, time 1 hour. Yields the product crude product, C(C)(C)C=1C=C(C(=O)O)C=CC1 (3-isopropylbenzoic acid). Reaction SMILES: [Mg].II.[CH:4]([C:7]1[CH:8]=[C:9](Br)[CH:10]=[CH:11][CH:12]=1)([CH3:6])[CH3:5].BrCCBr.[C:18](=[O:20])=[O:19].Cl>O1CCCC1.O>[CH:4]([C:7]1[CH:8]=[C:9]([CH:10]=[CH:11][CH:12]=1)[C:18]([OH:20])=[O:19])([CH3:6])[CH3:5]. Procedure details: While stirring a solution of powdery magnesium (3.33 g, 137 mmol) and iodine (one crumb) in tetrahydrofuran (10 ml), a solution of 3-isopropylbromobenzene (10.91 g, 54.80 mmol) and 1,2-dibromoethane (10.3 g, 54.8 mmol) in tetrahydrofuran (100 ml) was dropwise added slowly. After completion of the dropwise addition, the mixture was stirred at 70° C. for 1 hr. The reaction solution was cooled to −78° C., and pulverized dry ice (10 g) was carefully added. The reaction solution was gradually warmed ...